Dataset: the Open Reaction Database (ORD), a public repository of structured organic reaction records. Task: describe an organic reaction: reactants, conditions, products, and yield Reactants: C=CCOP(=O)(CP(=O)(OCC=C)OCC=C)OCC=C, C1CCOC1, [Cl-], [H-], O=[N+]([O-])c1ccc(CBr)cc1, [NH4+], [Na+], CN(C)C=O, O. The product is C=CCOP(=O)(OCC=C)C(Cc1ccc([N+](=O)[O-])cc1)P(=O)(OCC=C)OCC=C. Reaction SMILES: [CH2:1]([P:2]([O:3][CH2:4][CH:5]=[CH2:6])([O:7][CH2:8][CH:9]=[CH2:10])=[O:11])[P:12]([O:13][CH2:14][CH:15]=[CH2:16])([O:17][CH2:18][CH:19]=[CH2:20])=[O:21].[CH2:42]1[O:43][CH2:44][CH2:45][CH2:46]1.[Cl-:35].[H-:23].[N+:24](=[O:25])([O-:26])[c:27]1[cH:28][cH:29][c:30]([CH2:31][Br:32])[cH:33][cH:34]1.[NH4+:36].[Na+:22].[O:37]=[CH:38][N:39]([CH3:40])[CH3:41].[OH2:47]>>[CH:1]([P:2]([O:3][CH2:4][CH:5]=[CH2:6])([O:7][CH2:8][CH:9]=[CH2:10])=[O:11])([P:12]([O:13][CH2:14][CH:15]=[CH2:16])([O:17][CH2:18][CH:19]=[CH2:20])=[O:21])[CH2:31][c:30]1[cH:29][cH:28][c:27]([N+:24](=[O:25])[O-:26])[cH:34][cH:33]1. Conditions: time 14 hour. Procedure details: 450 mg of ethyl [N-[4-(4-acetimidoylhexahydro-1 H-1,4-diazepin-1-yl)phenyl]-N-[(7-amidino-2-naphthyl)-methyl]sulfamoyl]acetate dihydrochloride obtained in Example 22 was dissolved in 8 ml of concentrated hydrochloric acid, and stirred at room temperature for 14 hours. The reaction mixture was evaporated, and the resulting residue was dissolved in 8 ml of concentrated hydrochloric acid, and stirred at room temperature for 4 hours. The reaction mixture was evaporated, and the resulting residue was... Solvent: Cl (hydrochloric acid). RXN SMILES: [ClH:1].Cl.[C:3]([N:6]1[CH2:12][CH2:11][CH2:10][N:9]([C:13]2[CH:18]=[CH:17][C:16]([N:19]([CH2:29][C:30]3[CH:39]=[CH:38][C:37]4[C:32](=[CH:33][C:34]([C:40](=[NH:42])[NH2:41])=[CH:35][CH:36]=4)[CH:31]=3)[S:20]([CH2:23][C:24]([O:26]CC)=[O:25])(=[O:22])=[O:21])=[CH:15][CH:14]=2)[CH2:8][CH2:7]1)(=[NH:5])[CH3:4]>Cl>[ClH:1].[ClH:1].[C:3]([N:6]1[CH2:12][CH2:11][CH2:10][N:9]([C:13]2[CH:14]=[CH:15][C:16]([N:19]([CH2:29][C:30]3[CH:39]=[CH:38][C:37]4[C:32](=[CH:33][C:34]([C:40](=[NH:41])[NH2:42])=[CH:35][CH:36]=4)[CH:31]=3)[S:20]([CH2:23][C:24]([OH:26])=[O:25])(=[O:22])=[O:21])=[CH:17][CH:18]=2)[CH2:8][CH2:7]1)(=[NH:5])[CH3:4] |f:0.1.2,4.5.6|. Product: Cl.Cl.C(C)(=N)N1CCN(CCC1)C1=CC=C(C=C1)N(S(=O)(=O)CC(=O)O)CC1=CC2=CC(=CC=C2C=C1)C(N)=N ([N-[4-(4-acet-imidoylhexahydro-1H-1,4-diazepin-1-yl)phenyl]-N-[(7-amidino-2-naphthyl)methyl]sulfamoyl]acetic acid dihydro-chloride). Isolated yield 140.4%. Reactants: Cl.Cl.C(C)(=N)N1CCN(CCC1)C1=CC=C(C=C1)N(S(=O)(=O)CC(=O)OCC)CC1=CC2=CC(=CC=C2C=C1)C(N)=N (ethyl [N-[4-(4-acetimidoylhexahydro-1H-1,4-diazepin-1-yl)phenyl]-N-[(7-amidino-2-naphthyl)methyl]-sulfamoyl]acetate dihydrochloride).